From a dataset of the Open Reaction Database (ORD), a public repository of structured organic reaction records. describe an organic reaction: reactants, conditions, products, and yield The reactants are CC(C)(C)OCCBr, CCO, NN, O. The product is CC(C)(C)OCCNN. RXN SMILES: [Br:4][CH2:5][CH2:6][O:7][C:8]([CH3:9])([CH3:10])[CH3:11].[CH3:12][CH2:13][OH:14].[NH2:2][NH2:3].[OH2:1]>>[NH:2]([NH2:3])[CH2:5][CH2:6][O:7][C:8]([CH3:9])([CH3:10])[CH3:11]. Procedure details: The aldol reaction between 6-methoxy-[1,5]naphthyridine-4-carbaldehyde (1.9 g, 10 mmol, WO 2006/032466) and tert-butyl acetate (1.2 g, 10.5 mmol) was carried out as described in the literature (J. Org. Chem. (1990), 55, 4744-4750). The title compound was isolated after chromatography on SiO2 (Hex/EA 1:1) as a beige solid (2.33 g, 77% yield). Run in CC(OCC)=O (EA). Reactants: COC=1N=C2C(=CC=NC2=CC1)C=O (6-methoxy-[1,5]naphthyridine-4-carbaldehyde), C(C)(=O)OC(C)(C)C (tert-butyl acetate). Reaction SMILES: [CH3:1][O:2][C:3]1[N:4]=[C:5]2[C:10](=[CH:11][CH:12]=1)[N:9]=[CH:8][CH:7]=[C:6]2[CH:13]=[O:14].[C:15]([O:18][C:19]([CH3:22])([CH3:21])[CH3:20])(=[O:17])[CH3:16]>CC(=O)OCC>[C:19]([O:18][C:15](=[O:17])[CH2:16][CH:13]([OH:14])[C:6]1[C:5]2[C:10](=[CH:11][CH:12]=[C:3]([O:2][CH3:1])[N:4]=2)[N:9]=[CH:8][CH:7]=1)([CH3:22])([CH3:21])[CH3:20]. The product is C(C)(C)(C)OC(CC(C1=CC=NC2=CC=C(N=C12)OC)O)=O ((RS)-3-hydroxy-3-(6-methoxy-[1,5]naphthyridin-4-yl)-propionic acid tert-butyl ester), SiO2. Yield: 77.0%. Isolated yield 100.0%. Reactants: C1=NC=CC2=C(C=CC=C12)B(O)O (isoquinolin-5-ylboronic acid), C([O-])([O-])=O.[K+].[K+] (Potassium Carbonate), FC(S(=O)(=O)OC1=CC2=CC=C(C=C2C=C1)NC(=O)C=1SC=CC1)(F)F (6-(thiophene-2-carboxamido)naphthalen-2-yl trifluoromethanesulfonate). The product is C1=NC=CC2=C(C=CC=C12)C=1C=C2C=CC(=CC2=CC1)NC(=O)C=1SC=CC1 (N-(6-(isoquinolin-5-yl)naphthalen-2-yl)thiophene-2-carboxamide). The solvent is O1CCOCC1 (1,4-Dioxane), C(Cl)Cl (DCM), O (water). Procedure: To a microwave vial containing 6-(thiophene-2-carboxamido)naphthalen-2-yl trifluoromethanesulfonate (0.100 g, 0.2 mmol), in 1,4-Dioxane (3 mL), was added isoquinolin-5-ylboronic acid (0.129 g, 0.8 mmol), Fibrecat catalyst (0.005 g, 5% by wt.), and Potassium Carbonate (2 M, 0.50 mL, 1 mmol). The vial was capped and placed into CEM Microwave for 10 minutes at 80° C., while supplying 50 Watts of power through power-max. The mixture was diluted with DCM (2 mL) and water (2 mL). The aqueous layer was... As a reaction SMILES: FC(F)(F)S(O[C:7]1[CH:16]=[CH:15][C:14]2[C:9](=[CH:10][CH:11]=[C:12]([NH:17][C:18]([C:20]3[S:21][CH:22]=[CH:23][CH:24]=3)=[O:19])[CH:13]=2)[CH:8]=1)(=O)=O.[CH:27]1[C:36]2[C:31](=[C:32](B(O)O)[CH:33]=[CH:34][CH:35]=2)[CH:30]=[CH:29][N:28]=1.C(=O)([O-])[O-].[K+].[K+]>O1CCOCC1.C(Cl)Cl.O>[CH:27]1[C:36]2[C:31](=[C:32]([C:7]3[CH:8]=[C:9]4[C:14](=[CH:15][CH:16]=3)[CH:13]=[C:12]([NH:17][C:18]([C:20]3[S:21][CH:22]=[CH:23][CH:24]=3)=[O:19])[CH:11]=[CH:10]4)[CH:33]=[CH:34][CH:35]=2)[CH:30]=[CH:29][N:28]=1 |f:2.3.4|. Run at time 10 minute.